This data is from the Open Reaction Database (ORD), a public repository of structured organic reaction records. The task is: describe an organic reaction: reactants, conditions, products, and yield The reactants are C(C)(=O)[O-].[Na+] (Sodium acetate), ClC1=NC2=CC=CC=C2C(=N1)Cl (2,4-dichloroquinazoline), COC(=O)C=1C(=CC=CC1)C1=CC=C(C=C1)CN (4'-aminomethyl[1,1'-biphenyl]-2-carboxylic acid methyl ester). Run in O1CCCC1 (tetrahydrofuran). Reaction conditions: time 18 hour. Yields the product COC(=O)C=1C(=CC=CC1)C1=CC=C(C=C1)CNC1=NC(=NC2=CC=CC=C12)Cl (4'-[[(2-chloro-4-quinazolinyl)amino]methyl][1,1'-biphenyl]-2-carboxylic acid methyl ester). RXN SMILES: C([O-])(=O)C.[Na+].[Cl:6][C:7]1[N:16]=[C:15](Cl)[C:14]2[C:9](=[CH:10][CH:11]=[CH:12][CH:13]=2)[N:8]=1.[CH3:18][O:19][C:20]([C:22]1[C:23]([C:28]2[CH:33]=[CH:32][C:31]([CH2:34][NH2:35])=[CH:30][CH:29]=2)=[CH:24][CH:25]=[CH:26][CH:27]=1)=[O:21]>O1CCCC1>[CH3:18][O:19][C:20]([C:22]1[C:23]([C:28]2[CH:29]=[CH:30][C:31]([CH2:34][NH:35][C:15]3[C:14]4[C:9](=[CH:10][CH:11]=[CH:12][CH:13]=4)[N:8]=[C:7]([Cl:6])[N:16]=3)=[CH:32][CH:33]=2)=[CH:24][CH:25]=[CH:26][CH:27]=1)=[O:21] |f:0.1|. Procedure details: Sodium acetate (0.65 g), 2,4-dichloroquinazoline (0.52 g) and 4'-aminomethyl[1,1'-biphenyl]-2-carboxylic acid methyl ester (0.73 g) were suspended in 25 mL of tetrahydrofuran. The reaction was stirred at room temperature for approximately 18 hours at which time the solvents were evaporated. The residue was loaded onto a silica gel column and the desired product was eluted with ethyl acetate/hexane (1:1). The yield was 0.75 g (71%) (m.p.=75°-90° C.): 1H NMR (DMSO-d6, 300 MHz) δ 9.30 (t, J=6 Hz, 1... Reactants: FC1=CC=C(C=C1)S(=O)(=O)CC(C)=O (1-(4-Fluorophenylsulfonyl)propan-2-one), CC1=NNC(=C1)N (3-methyl-1H-pyrazol-5-amine), ClC=1C=C(C=O)C=CC1Cl (3,4-dichlorobenzaldehyde). The reagents and catalysts are N1CCCCC1 (piperidine). The solvent is C1CCOC1 (THF). Conditions: temperature 70 celsius, time 48 hour. Product: ClC=1C=C(C=CC1Cl)C1C(=C(NC=2N1N=C(C2)C)C)S(=O)(=O)C2=CC=C(C=C2)F (7-(3,4-dichlorophenyl)-6-(4-fluorophenylsulfonyl)-2,5-dimethyl-4,7-dihydropyrazolo[1,5-a]pyrimidine). RXN SMILES: [F:1][C:2]1[CH:7]=[CH:6][C:5]([S:8]([CH2:11][C:12](=O)[CH3:13])(=[O:10])=[O:9])=[CH:4][CH:3]=1.[CH3:15][C:16]1[CH:20]=[C:19]([NH2:21])[NH:18][N:17]=1.[Cl:22][C:23]1[CH:24]=[C:25]([CH:28]=[CH:29][C:30]=1[Cl:31])[CH:26]=O>C1COCC1.N1CCCCC1>[Cl:22][C:23]1[CH:24]=[C:25]([CH:26]2[N:18]3[N:17]=[C:16]([CH3:15])[CH:20]=[C:19]3[NH:21][C:12]([CH3:13])=[C:11]2[S:8]([C:5]2[CH:6]=[CH:7][C:2]([F:1])=[CH:3][CH:4]=2)(=[O:10])=[O:9])[CH:28]=[CH:29][C:30]=1[Cl:31]. Procedure details: 1-(4-Fluorophenylsulfonyl)propan-2-one (150 mg, 0.69 mmol), 3-methyl-1H-pyrazol-5-amine (67 mg, 0.69 mmol) and 3,4-dichlorobenzaldehyde (121 mg, 0.69 mmol) were dissolved in THF (5 mL), to which was added a catalytic amount of piperidine (3 drops). The reaction in a sealed tube was stirred at 70° C. for about 48 hrs. After cooling to rt., solvent was removed and crude product was purified by HPLC (acetonitrile-water, 5% to 95% gradient) to provide pure Step B product 7-(3,4-dichlorophenyl)-6-(4-... The reactants are CN(C)c1ccncc1, Cc1ccccc1, Cc1nn(-c2cc(OC(C)C(=O)O)c(Cl)cc2F)c(=O)n1C(F)F, Cc1ccc(S(=O)(=O)N=C=O)cc1. Yields the product Cc1ccc(S(=O)(=O)NC(=O)C(C)Oc2cc(-n3nc(C)n(C(F)F)c3=O)c(F)cc2Cl)cc1. As a reaction SMILES: [CH3:38][N:39]([CH3:40])[c:41]1[cH:42][cH:43][n:44][cH:45][cH:46]1.[CH3:47][c:48]1[cH:49][cH:50][cH:51][cH:52][cH:53]1.[Cl:1][c:2]1[c:3]([O:4][CH:5]([C:6](=[O:7])[OH:8])[CH3:9])[cH:10][c:11](-[n:15]2[n:16][c:17]([CH3:24])[n:18]([CH:21]([F:22])[F:23])[c:19]2=[O:20])[c:12]([F:14])[cH:13]1.[c:25]1([CH3:37])[cH:26][cH:27][c:28]([S:31](=[O:32])(=[O:33])[N:34]=[C:35]=[O:36])[cH:29][cH:30]1>>[Cl:1][c:2]1[c:3]([O:4][CH:5]([C:6](=[O:7])[NH:34][S:31]([c:28]2[cH:27][cH:26][c:25]([CH3:37])[cH:30][cH:29]2)(=[O:32])=[O:33])[CH3:9])[cH:10][c:11](-[n:15]2[n:16][c:17]([CH3:24])[n:18]([CH:21]([F:22])[F:23])[c:19]2=[O:20])[c:12]([F:14])[cH:13]1. Starting materials: NC1=NC(=NC2=CC(=C(C=C12)OC)OC)Cl (4-amino-2-chloro-6,7-dimethoxyquinazoline), O1C(COC2=C1C=CC=C2)C(=O)N2CCNCC2 (1-(1,4-benzodioxan-2-yl-carbonyl)piperazine). Solvent: C(CCC)O (n-butanol). Conditions: temperature 75 celsius. Product: hydrochloride salt, COC=1C=C2C(=CC1OC)N=C(N=C2N)N3CCN(CC3)C(=O)C4COC=5C=CC=CC5O4 (Doxazosin). Yield: 80.6%. Reaction SMILES: [NH2:1][C:2]1[C:11]2[C:6](=[CH:7][C:8]([O:14][CH3:15])=[C:9]([O:12][CH3:13])[CH:10]=2)[N:5]=[C:4](Cl)[N:3]=1.[O:17]1[C:22]2[CH:23]=[CH:24][CH:25]=[CH:26][C:21]=2[O:20][CH2:19][CH:18]1[C:27]([N:29]1[CH2:34][CH2:33][NH:32][CH2:31][CH2:30]1)=[O:28]>C(O)CCC>[CH3:13][O:12][C:9]1[CH:10]=[C:11]2[C:2]([NH2:1])=[N:3][C:4]([N:32]3[CH2:33][CH2:34][N:29]([C:27]([CH:18]4[O:17][C:22]5[CH:23]=[CH:24][CH:25]=[CH:26][C:21]=5[O:20][CH2:19]4)=[O:28])[CH2:30][CH2:31]3)=[N:5][C:6]2=[CH:7][C:8]=1[O:14][CH3:15]. Reported procedure: 4-amino-2-chloro-6,7-dimethoxyquinazoline (3.2 g, 13.35 mmol) and compound 1 (3.4 g, 13.75 mmol) prepared from Example 3 were dissolved in 72 mL of n-butanol. The mixture was refluxed under nitrogen for 3.5 hours. After cooling to 75° C., the solid product was obtained by filtration and dried to afford 5.25 g of hydrochloride salt of Doxazosin (10.76 mmol, 81% yield). 1 N NaOH solution was added to the salt. The mixture was heated to help the salt dissolved. After cooling, the mixture was extrac... Reactants: CCN(CC)S(F)(F)F, [Cl-], ClCCl, [NH4+], CC(C)(C)OC(=O)C(C)(C)N1COC(CO)=C(c2ccccc2)C1=O. Yields the product CC(C)(C)OC(=O)C(C)(C)N1COC(CF)=C(c2ccccc2)C1=O. As a reaction SMILES: [CH2:1]([N:2]([S:3]([F:4])([F:5])[F:7])[CH2:6][CH3:8])[CH3:9].[Cl-:35].[Cl:37][CH2:38][Cl:39].[NH4+:36].[OH:10][CH2:11][C:12]1=[C:13]([c:29]2[cH:30][cH:31][cH:32][cH:33][cH:34]2)[C:14](=[O:28])[N:15]([C:18]([C:19](=[O:20])[O:21][C:22]([CH3:23])([CH3:24])[CH3:25])([CH3:26])[CH3:27])[CH2:16][O:17]1>>[F:7][CH2:11][C:12]1=[C:13]([c:29]2[cH:30][cH:31][cH:32][cH:33][cH:34]2)[C:14](=[O:28])[N:15]([C:18]([C:19](=[O:20])[O:21][C:22]([CH3:23])([CH3:24])[CH3:25])([CH3:26])[CH3:27])[CH2:16][O:17]1. The reactants are C1CCOC1, COP(=O)(CC(=O)OCc1ccccc1)OC, COC(=O)c1c(C=O)cccc1C(F)(F)F. The product is COC(=O)c1c(C=CC(=O)OCc2ccccc2)cccc1C(F)(F)F. As a reaction SMILES: [CH2:34]1[O:35][CH2:36][CH2:37][CH2:38]1.[CH3:1][O:2][P:3]([O:4][CH3:5])(=[O:6])[CH2:7][C:8](=[O:9])[O:10][CH2:11][c:12]1[cH:13][cH:14][cH:15][cH:16][cH:17]1.[CH:18](=[O:19])[c:20]1[c:21]([C:22](=[O:23])[O:24][CH3:25])[c:26]([C:30]([F:31])([F:32])[F:33])[cH:27][cH:28][cH:29]1>>[CH:7]([C:8](=[O:9])[O:10][CH2:11][c:12]1[cH:13][cH:14][cH:15][cH:16][cH:17]1)=[CH:18][c:20]1[c:21]([C:22](=[O:23])[O:24][CH3:25])[c:26]([C:30]([F:31])([F:32])[F:33])[cH:27][cH:28][cH:29]1. Product: CC(C)(C)OC(=O)NCC(Nc1nccc(-c2n[nH]c3nc(NCCN4CCOCC4)ncc23)n1)c1ccsc1. Reactants: CC(C)(C)OC(=O)NCC(N)c1ccsc1, CS(=O)(=O)c1nccc(-c2n[nH]c3nc(NCCN4CCOCC4)ncc23)n1. As a reaction SMILES: [C:29]([CH3:30])([CH3:31])([CH3:32])[O:33][C:34]([NH:35][CH2:36][CH:37]([c:38]1[cH:39][s:40][cH:41][cH:42]1)[NH2:43])=[O:44].[CH3:1][S:2](=[O:3])(=[O:4])[c:5]1[n:6][cH:7][cH:8][c:9](-[c:11]2[n:12][nH:13][c:14]3[n:15][c:16]([NH:20][CH2:21][CH2:22][N:23]4[CH2:24][CH2:25][O:26][CH2:27][CH2:28]4)[n:17][cH:18][c:19]23)[n:10]1>>[c:5]1([NH:43][CH:37]([CH2:36][NH:35][C:34]([O:33][C:29]([CH3:30])([CH3:31])[CH3:32])=[O:44])[c:38]2[cH:39][s:40][cH:41][cH:42]2)[n:6][cH:7][cH:8][c:9](-[c:11]2[n:12][nH:13][c:14]3[n:15][c:16]([NH:20][CH2:21][CH2:22][N:23]4[CH2:24][CH2:25][O:26][CH2:27][CH2:28]4)[n:17][cH:18][c:19]23)[n:10]1.